Dataset: the Open Reaction Database (ORD), a public repository of structured organic reaction records. Task: describe an organic reaction: reactants, conditions, products, and yield Starting materials: [BH4-].[Na+] (NaBH4), [BH4-].[Na+] (NaBH4), lower alkanol, [I-].COC=1C=C(C=CC1OC)C(CCCC1[N+](=CC2=CC(=C(C=C2C1)OC)OC)C)(C#N)C(C)C (3-[4-(3,4-dimethoxyphenyl)-4-isopropyl-4-cyanobutyl]-6,7-dimethoxy-N-methyl-3,4-dihydroisoquinolinium iodide). Solvent: CO (MeOH), CO (MeOH). Conditions: time 1 hour. Product: COC=1C=C(C=CC1OC)C(CCCC1N(CC2=CC(=C(C=C2C1)OC)OC)C)(C#N)C(C)C (3-[4-(3,4-dimethoxyphenyl)-4-isopropyl-4-cyanobutyl]-6,7-dimethoxy-N-methyl-1,2,3,4-tetrahydroisoquinoline). As a reaction SMILES: [BH4-].[Na+].[I-].[CH3:4][O:5][C:6]1[CH:7]=[C:8]([C:14]([CH:35]([CH3:37])[CH3:36])([C:33]#[N:34])[CH2:15][CH2:16][CH2:17][CH:18]2[CH2:27][C:26]3[C:21](=[CH:22][C:23]([O:30][CH3:31])=[C:24]([O:28][CH3:29])[CH:25]=3)[CH:20]=[N+:19]2[CH3:32])[CH:9]=[CH:10][C:11]=1[O:12][CH3:13]>CO>[CH3:4][O:5][C:6]1[CH:7]=[C:8]([C:14]([CH:35]([CH3:37])[CH3:36])([C:33]#[N:34])[CH2:15][CH2:16][CH2:17][CH:18]2[CH2:27][C:26]3[C:21](=[CH:22][C:23]([O:30][CH3:31])=[C:24]([O:28][CH3:29])[CH:25]=3)[CH2:20][N:19]2[CH3:32])[CH:9]=[CH:10][C:11]=1[O:12][CH3:13] |f:0.1,2.3|. Procedure: The resulting compound of formula 41 is then hydrogenated to produce a compound of formula 1. This hydrogenation is preferably performed using NaBH4. The solvent used is preferably a lower alkanol, particularly MeOH. The reaction is carried out at a temperature of about -10° C. to about 50° C., preferably about 0° C., over about 10 minutes to about 3 hours, preferably 1 hour. For example, 3-[4-(3,4-dimethoxyphenyl)-4-isopropyl-4-cyanobutyl]-6,7-dimethoxy-N-methyl-3,4-dihydroisoquinolinium iodide... The reactants are C(C)OC1=CC=C(C=C1)C1=NC(=NC=C1)Cl (4-(4-ethoxy-phenyl)-2-chloro-pyrimidine), NCCC1=CC=C(C=C1)O (tyramine), 336. Product: C(C)OC1=CC=C(C=C1)C1=NC(=NC=C1)NCCC1=CC=C(C=C1)O (4-{2-[4-(4-ethoxy-phenyl)-pyrimidin-2-ylamino]-ethyl}-phenol). As a reaction SMILES: [CH2:1]([O:3][C:4]1[CH:9]=[CH:8][C:7]([C:10]2[CH:15]=[CH:14][N:13]=[C:12](Cl)[N:11]=2)=[CH:6][CH:5]=1)[CH3:2].[NH2:17][CH2:18][CH2:19][C:20]1[CH:25]=[CH:24][C:23]([OH:26])=[CH:22][CH:21]=1>>[CH2:1]([O:3][C:4]1[CH:9]=[CH:8][C:7]([C:10]2[CH:15]=[CH:14][N:13]=[C:12]([NH:17][CH2:18][CH2:19][C:20]3[CH:25]=[CH:24][C:23]([OH:26])=[CH:22][CH:21]=3)[N:11]=2)=[CH:6][CH:5]=1)[CH3:2]. Procedure details: Intermediate 47 was coupled with tyramine following procedure F. LC-MS showed the product had the expected M+H+ of 336. 1H NMR (Varian 300 MHz, DMSO-d6, shifts relative to the solvent peak at 2.49 ppm) δ 8.2 (d, 1H), 8.0 (d, 2H) 7.0 (m, 4H) 6.6 (d, 3H), δ 4.0 (q, 2H), 3.4 (t, 2H), δ 2.7 (t, 2H), 1.3 (t, 3H).